The task is: describe an organic reaction: reactants, conditions, products, and yield. This data is from the Open Reaction Database (ORD), a public repository of structured organic reaction records. The reactants are C1CCOC1, Cl, [Li+], CCOC(=O)C(Cc1cc(Cl)c(N)c(C(F)(F)F)c1)OC(=O)N1CCC(N2CCc3ccccc3NC2=O)CC1, [OH-], O. Yields the product Nc1c(Cl)cc(CC(OC(=O)N2CCC(N3CCc4ccccc4NC3=O)CC2)C(=O)O)cc1C(F)(F)F. Reaction SMILES: [CH2:43]1[O:44][CH2:45][CH2:46][CH2:47]1.[ClH:48].[Li+:1].[O:3]=[C:4]1[N:5]([CH:15]2[CH2:16][CH2:17][N:18]([C:21](=[O:22])[O:23][CH:24]([CH2:25][c:26]3[cH:27][c:28]([Cl:37])[c:29]([NH2:36])[c:30]([C:32]([F:33])([F:34])[F:35])[cH:31]3)[C:38](=[O:39])[O:40][CH2:41][CH3:42])[CH2:19][CH2:20]2)[CH2:6][CH2:7][c:8]2[c:9]([cH:11][cH:12][cH:13][cH:14]2)[NH:10]1.[OH-:2].[OH2:49]>>[O:3]=[C:4]1[N:5]([CH:15]2[CH2:16][CH2:17][N:18]([C:21](=[O:22])[O:23][CH:24]([CH2:25][c:26]3[cH:27][c:28]([Cl:37])[c:29]([NH2:36])[c:30]([C:32]([F:33])([F:34])[F:35])[cH:31]3)[C:38](=[O:39])[OH:40])[CH2:19][CH2:20]2)[CH2:6][CH2:7][c:8]2[c:9]([cH:11][cH:12][cH:13][cH:14]2)[NH:10]1. The reactants are CC(=O)Nc1cc(F)c(C(O)CNC(C)(C)C)cc1F, CCO, [Na+], [OH-]. Yields the product CC(C)(C)NCC(O)c1cc(F)c(N)cc1F. As a reaction SMILES: [C:1](=[O:2])([CH3:3])[NH:4][c:5]1[cH:6][c:7]([F:20])[c:8]([CH:9]([CH2:10][NH:11][C:12]([CH3:13])([CH3:14])[CH3:15])[OH:16])[cH:17][c:18]1[F:19].[CH3:23][CH2:24][OH:25].[Na+:22].[OH-:21]>>[NH2:4][c:5]1[cH:6][c:7]([F:20])[c:8]([CH:9]([CH2:10][NH:11][C:12]([CH3:13])([CH3:14])[CH3:15])[OH:16])[cH:17][c:18]1[F:19]. Reactants: C([O-])(O)=O.[Na+] (sodium bicarbonate), N#N.C(C)(C)(C)OC(=O)N[C@@H](C(C)C)C(=O)NC(C)C1=CC2=C(S1)C=CC=C2 (N2 tert-butoxycarbonyl-N1 -[1-(2-benzo[b]thienyl)ethyl]-L-valinamide), Cl (hydrochloric acid), resultant solution, crude product. The solvent is C(C)(=O)OCC (ethyl acetate). Conditions: time 8 hour. Product: S1C2=C(C=C1C(C)NC([C@@H](N)C(C)C)=O)C=CC=C2 (N1 -[1-(2-benzo[b]thienyl)ethyl]-L-valinamide). Isolated yield 86.8%. Reaction SMILES: N#N.C(OC([NH:10][C@H:11]([C:15]([NH:17][CH:18]([C:20]1[S:24][C:23]2[CH:25]=[CH:26][CH:27]=[CH:28][C:22]=2[CH:21]=1)[CH3:19])=[O:16])[CH:12]([CH3:14])[CH3:13])=O)(C)(C)C.Cl.C(=O)(O)[O-].[Na+]>C(OCC)(=O)C>[S:24]1[C:20]([CH:18]([NH:17][C:15](=[O:16])[C@H:11]([CH:12]([CH3:13])[CH3:14])[NH2:10])[CH3:19])=[CH:21][C:22]2[CH:28]=[CH:27][CH:26]=[CH:25][C:23]1=2 |f:0.1,3.4|. Reported procedure: 11.3 g of N2 -tert-butoxycarbonyl-N1 -[1-(2-benzo[b]thienyl)ethyl]-L-valinamide was dissolved in 150 ml of ethyl acetate, and 20 ml of 6N hydrochloric acid was added to the resultant solution at room temperature. After agitating overnight at room temperature, the pH of the solution was adjusted to 7-8 with a saturated aqueous solution of sodium bicarbonate under water cooling. The ethyl acetate layer was then washed with water, dried over anhydrous magnesium sulfate, and concentrated to yield a ... Reactants: BrCc1ccccc1, CN(C)C=O, [H-], [Na+], O, OC1COC(c2ccccc2)OC1. Yields the product c1ccc(COC2COC(c3ccccc3)OC2)cc1. RXN SMILES: [Br:21][CH2:22][c:23]1[cH:24][cH:25][cH:26][cH:27][cH:28]1.[CH3:3][N:4]([CH3:5])[CH:6]=[O:7].[H-:1].[Na+:2].[OH2:29].[c:8]1([CH:14]2[O:15][CH2:16][CH:17]([OH:20])[CH2:18][O:19]2)[cH:9][cH:10][cH:11][cH:12][cH:13]1>>[c:8]1([CH:14]2[O:15][CH2:16][CH:17]([O:20][CH2:22][c:23]3[cH:24][cH:25][cH:26][cH:27][cH:28]3)[CH2:18][O:19]2)[cH:9][cH:10][cH:11][cH:12][cH:13]1. Reactants: FC1=CC=C(C=C1)C1=NN2C(C=C(C(=C2)N(S(=O)(=O)C)CCO)C=2C=C(C(=O)O)C=CC2)=C1C(=O)OC (3-(2-(4-fluorophenyl)-6-(N-(2-hydroxyethyl)methylsulfonamido)-3-(methoxycarbonyl)pyrazolo[1,5-a]pyridin-5-yl)benzoic acid), Cl.Cl.N1=C(C=CC=C1)C1(CC1)N (1-(pyridin-2-yl)cyclopropanamine dihydrochloride). The product is FC1=CC=C(C=C1)C1=NN2C(C=C(C(=C2)N(S(=O)(=O)C)CCO)C2=CC(=CC=C2)C(NC2(CC2)C2=NC=CC=C2)=O)=C1C(=O)OC (Methyl 2-(4-fluorophenyl)-6-(N-(2-hydroxyethyl)methylsulfonamido)-5-(3-(1-(pyridin-2-yl)cyclopropylcarbamoyl)phenyl)pyrazolo[1,5-a]pyridine-3-carboxylate). RXN SMILES: [F:1][C:2]1[CH:7]=[CH:6][C:5]([C:8]2[C:33]([C:34]([O:36][CH3:37])=[O:35])=[C:11]3[CH:12]=[C:13]([C:24]4[CH:25]=[C:26]([CH:30]=[CH:31][CH:32]=4)[C:27]([OH:29])=O)[C:14]([N:16]([CH2:21][CH2:22][OH:23])[S:17]([CH3:20])(=[O:19])=[O:18])=[CH:15][N:10]3[N:9]=2)=[CH:4][CH:3]=1.Cl.Cl.[N:40]1[CH:45]=[CH:44][CH:43]=[CH:42][C:41]=1[C:46]1([NH2:49])[CH2:48][CH2:47]1>>[F:1][C:2]1[CH:7]=[CH:6][C:5]([C:8]2[C:33]([C:34]([O:36][CH3:37])=[O:35])=[C:11]3[CH:12]=[C:13]([C:24]4[CH:32]=[CH:31][CH:30]=[C:26]([C:27](=[O:29])[NH:49][C:46]5([C:41]6[CH:42]=[CH:43][CH:44]=[CH:45][N:40]=6)[CH2:48][CH2:47]5)[CH:25]=4)[C:14]([N:16]([CH2:21][CH2:22][OH:23])[S:17]([CH3:20])(=[O:19])=[O:18])=[CH:15][N:10]3[N:9]=2)=[CH:4][CH:3]=1 |f:1.2.3|. Reported procedure: Methyl 2-(4-fluorophenyl)-6-(N-(2-hydroxyethyl)methylsulfonamido)-5-(3-(1-(pyridin-2-yl)cyclopropylcarbamoyl)phenyl)pyrazolo[1,5-a]pyridine-3-carboxylate was prepared from 3-(2-(4-fluorophenyl)-6-(N-(2-hydroxyethyl)methylsulfonamido)-3-(methoxycarbonyl)pyrazolo[1,5-a]pyridin-5-yl)benzoic acid (0.05 g, 0.10 mmol) and 1-(pyridin-2-yl)cyclopropanamine dihydrochloride (0.03 g, 0.15 mmol). LCMS: retention time: 1.473 min. LC data was recorded on a Shimadzu LC-10AS liquid chromatograph equipped with a... Starting materials: Cc1c[nH]c(=O)n(C(=O)c2ccccc2)c1=O, C1CCOC1, CCOC(=O)N=NC(=O)OCC, CC(C)(C)OC(=O)N1CC(O)CC1C(=O)OC(c1ccccc1)c1ccccc1, c1ccc(P(c2ccccc2)c2ccccc2)cc1. Product: Cc1c[nH]c(=O)[nH]c1=O. As a reaction SMILES: [C:49](=[O:50])([c:51]1[cH:52][cH:53][cH:54][cH:55][cH:56]1)[n:57]1[c:58](=[O:65])[nH:59][cH:60][c:61]([CH3:64])[c:62]1=[O:63].[CH2:78]1[O:79][CH2:80][CH2:81][CH2:82]1.[O:66]=[C:67]([O:68][CH2:69][CH3:70])[N:71]=[N:72][C:73]([O:74][CH2:75][CH3:76])=[O:77].[c:1]1([CH:2]([O:3][C:4](=[O:5])[CH:6]2[CH2:7][CH:8]([OH:9])[CH2:10][N:11]2[C:12]([O:13][C:14]([CH3:15])([CH3:16])[CH3:17])=[O:18])[c:19]2[cH:20][cH:21][cH:22][cH:23][cH:24]2)[cH:25][cH:26][cH:27][cH:28][cH:29]1.[c:30]1([P:31]([c:32]2[cH:33][cH:34][cH:35][cH:36][cH:37]2)[c:38]2[cH:39][cH:40][cH:41][cH:42][cH:43]2)[cH:44][cH:45][cH:46][cH:47][cH:48]1>>[nH:57]1[c:58](=[O:65])[nH:59][cH:60][c:61]([CH3:64])[c:62]1=[O:63].